describe an organic reaction: reactants, conditions, products, and yield From a dataset of the Open Reaction Database (ORD), a public repository of structured organic reaction records. The reactants are O=C([O-])[O-], CC(C)=O, CN(C)CCCl, Cl, Cl, [K+], [K+], CC(=O)c1ccc(O)cc1. The product is CC(=O)c1ccc(OCCN(C)C)cc1. Reaction SMILES: [C:18](=[O:19])([O-:20])[O-:21].[CH3:25][C:26](=[O:27])[CH3:28].[CH3:2][N:3]([CH2:4][CH2:5][Cl:6])[CH3:7].[ClH:1].[ClH:24].[K+:22].[K+:23].[OH:8][c:9]1[cH:10][cH:11][c:12]([C:15]([CH3:16])=[O:17])[cH:13][cH:14]1>>[CH3:2][N:3]([CH2:4][CH2:5][O:8][c:9]1[cH:10][cH:11][c:12]([C:15]([CH3:16])=[O:17])[cH:13][cH:14]1)[CH3:7]. Reactants: ClC1=C(C=C2C(C(=CN(C2=N1)CC)C(=O)O)=O)F (7-chloro-1-ethyl-6-fluoro-1,4-dihydro-4-oxo-1,8-napthyridine-3-carboxylic acid), CNCC1CNCC1 (N-methyl-3-pyrrolidinemethanamine). Run in C(C)#N (acetonitrile). Product: C(C)N1C=C(C(C2=CC(=C(N=C12)N1CC(CC1)CNC)F)=O)C(=O)O (1-ethyl-6-fluoro-1,4-dihydro-7-[3-[(methylamino)methyl]-1-pyrrolidinyl]-4-oxo-1,8-naphthyridine-3-carboxylic acid). Yield: 44.4%. Reaction SMILES: Cl[C:2]1[N:11]=[C:10]2[C:5]([C:6](=[O:17])[C:7]([C:14]([OH:16])=[O:15])=[CH:8][N:9]2[CH2:12][CH3:13])=[CH:4][C:3]=1[F:18].[CH3:19][NH:20][CH2:21][CH:22]1[CH2:26][CH2:25][NH:24][CH2:23]1>C(#N)C>[CH2:12]([N:9]1[C:10]2[C:5](=[CH:4][C:3]([F:18])=[C:2]([N:24]3[CH2:25][CH2:26][CH:22]([CH2:21][NH:20][CH3:19])[CH2:23]3)[N:11]=2)[C:6](=[O:17])[C:7]([C:14]([OH:16])=[O:15])=[CH:8]1)[CH3:13]. Procedure: 1.00 g (3.69 mmole) 7-chloro-1-ethyl-6-fluoro-1,4-dihydro-4-oxo-1,8-napthyridine-3-carboxylic acid, 40 ml acetonitrile, and 1.27 g (11.08 mmole) N-methyl-3-pyrrolidinemethanamine are stirred at room temperature for three days. The reaction was filtered and the precipitate dissolved in aqueous ammonium hydroxide at pH 11. The solution was filtered and the solvent removed at reduced pressure. The product was washed with 5 ml of water, 10 ml ethanol/ether (1:1), and finally witn ether until dry to ... The reactants are C([O-])([O-])=O.[Na+].[Na+] (sodium carbonate), NC1=CC=C(C=2C(C3=CC=CC=C3C(C12)=O)=O)Cl (1-amino-4-chloroanthraquinone), [N+](=O)([O-])C1=CC=CC=C1 (nitrobenzene), NC1=CC(=CC=2C(C3=CC=CC=C3C(C12)=O)=O)Cl (1-amino-3-chloroanthraquinone), diphenyl-4-carboxylic acid N-methylamide, S(=O)(Cl)Cl (thionyl chloride), copper-1 chloride. The product is C1=CC=C2C(=C1)C(=O)C3=C(C2=O)C(=CC=C3)NC4=CC=CC5=C4C(=O)C6=CC=CC=C6C5=O (anthrimide). As a reaction SMILES: [NH2:1][C:2]1[C:15]2[C:14](=[O:16])[C:13]3[C:8](=[CH:9][CH:10]=[CH:11][CH:12]=3)[C:7](=[O:17])[C:6]=2[C:5](Cl)=[CH:4][CH:3]=1.S(Cl)(Cl)=O.[N+](C1C=CC=CC=1)([O-])=O.C(=O)([O-])[O-].[Na+].[Na+].N[C:39]1[C:52]2[C:51](=[O:53])[C:50]3[C:45](=[CH:46][CH:47]=[CH:48][CH:49]=3)[C:44](=[O:54])[C:43]=2[CH:42]=[C:41](Cl)[CH:40]=1>>[CH:10]1[CH:9]=[C:8]2[C:7]([C:6]3[CH:5]=[CH:4][CH:3]=[C:2]([NH:1][C:42]4[C:43]5[C:44]([C:45]6[C:50]([C:51](=[O:53])[C:52]=5[CH:39]=[CH:40][CH:41]=4)=[CH:49][CH:48]=[CH:47][CH:46]=6)=[O:54])[C:15]=3[C:14](=[O:16])[C:13]2=[CH:12][CH:11]=1)=[O:17] |f:3.4.5|. Reported procedure: 21 g of 6-chloro-2-(4-diphenyl)-anthrapyrimidine (obtained by reacting 1-amino-4-chloroanthraquinone with diphenyl-4-carboxylic acid N-methylamide in the presence of thionyl chloride (in accordance with D.R.P. 566,474)) are condensed, in accordance with Example 1, in 250 parts of nitrobenzene in the presence of 7.5 parts of sodium carbonate and 0.25 part of copper-1 chloride with 13.5 parts of 1-amino-3-chloroanthraquinone. 28 parts are obtained of the anthrimide of the formula ##SPC9##